From a dataset of the Open Reaction Database (ORD), a public repository of structured organic reaction records. describe an organic reaction: reactants, conditions, products, and yield Isolated yield 25.7%. The solvent is C1CCOC1 (THF), C1CCOC1 (THF). Conditions: time 8 hour. As a reaction SMILES: [OH:1][C:2]1[CH:11]=[CH:10][C:5]2[C:6](=[O:9])[CH2:7][O:8][C:4]=2[C:3]=1[CH2:12][N:13]1[CH2:18][CH2:17][N:16]([C:19]([O:21][C:22]([CH3:25])([CH3:24])[CH3:23])=[O:20])[CH2:15][CH2:14]1.CO.[C:28]1(P(C2C=CC=CC=2)C2C=CC=CC=2)C=CC=CC=1.N(C(OCC)=O)=NC(OCC)=O.C1(C)C=CC=CC=1>C1COCC1>[CH3:28][O:1][C:2]1[CH:11]=[CH:10][C:5]2[C:6](=[O:9])[CH2:7][O:8][C:4]=2[C:3]=1[CH2:12][N:13]1[CH2:14][CH2:15][N:16]([C:19]([O:21][C:22]([CH3:25])([CH3:24])[CH3:23])=[O:20])[CH2:17][CH2:18]1. Starting materials: OC1=C(C2=C(C(CO2)=O)C=C1)CN1CCN(CC1)C(=O)OC(C)(C)C (tert-butyl 4-[(6-hydroxy-3-oxo-2,3-dihydrobenzofuran-7-yl)methyl]piperazine-1-carboxylate), CO (methanol), C1(=CC=CC=C1)P(C1=CC=CC=C1)C1=CC=CC=C1 (triphenylphosphine), solution, N(=NC(=O)OCC)C(=O)OCC (diethyl azodicarboxylate), C1(=CC=CC=C1)C (toluene). Product: COC1=C(C2=C(C(CO2)=O)C=C1)CN1CCN(CC1)C(=O)OC(C)(C)C (tert-butyl 4-[(6-methoxy-3-oxo-2,3-dihydrobenzofuran-7-yl)methyl]piperazine-1-carboxylate). Reported procedure: A solution of tert-butyl 4-[(6-hydroxy-3-oxo-2,3-dihydrobenzofuran-7-yl)methyl]piperazine-1-carboxylate (0.400 g, 1.15 mmol) obtained in Example A16, Step 1, methanol (0.0442 g, 1.38 mmol) and triphenylphosphine (0.454 g, 1.73 mmol) in THF (8 mL) was added with a solution of a 40% solution of diethyl azodicarboxylate in toluene (0.901 g, 2.07 mmol) in THF (2 mL), and the mixture was stirred overnight at room temperature. The reaction mixture was concentrated, and the resulting residue was purifi... The reactants are NC=1C=CC(=C(C1)NS(=O)(=O)CCC)C (propane-1-sulfonic acid (5-amino-2-methyl-phenyl)-amide), ClC1=NC=NC(=C1)C1=CC(=CC=C1)[N+](=O)[O-] (4-chloro-6-(3-nitro-phenyl)-pyrimidine), C(=O)(O)[O-].[Na+] (NaHCO3). Reaction conditions: temperature 80 celsius. As a reaction SMILES: [NH2:1][C:2]1[CH:3]=[CH:4][C:5]([CH3:15])=[C:6]([NH:8][S:9]([CH2:12][CH2:13][CH3:14])(=[O:11])=[O:10])[CH:7]=1.Cl[C:17]1[CH:22]=[C:21]([C:23]2[CH:28]=[CH:27][CH:26]=[C:25]([N+:29]([O-:31])=[O:30])[CH:24]=2)[N:20]=[CH:19][N:18]=1.C([O-])(O)=O.[Na+]>CN(C=O)C.O>[CH3:15][C:5]1[CH:4]=[CH:3][C:2]([NH:1][C:17]2[CH:22]=[C:21]([C:23]3[CH:28]=[CH:27][CH:26]=[C:25]([N+:29]([O-:31])=[O:30])[CH:24]=3)[N:20]=[CH:19][N:18]=2)=[CH:7][C:6]=1[NH:8][S:9]([CH2:12][CH2:13][CH3:14])(=[O:11])=[O:10] |f:2.3|. The solvent is O (water), CN(C)C=O (DMFA). Procedure: A mixture of propane-1-sulfonic acid (5-amino-2-methyl-phenyl)-amide (5.5 g, 24 mmol) and 4-chloro-6-(3-nitro-phenyl)-pyrimidine (5.52 g, 23.4 mmol) in DMFA (50 mL) was stirred at 80° C. till the reaction completion (TLC control), the reaction mixture was diluted with water (200 mL), treated with NaHCO3 (4.2 g, 50 mmol). The formed precipitate was filtered out, washed with water (2×200 mL), dried, washed with chloroform (2×50 ml), dried to yield propane-1-sulfonic acid {2-methyl-5-[6-(3-nitro-ph... Yields the product CC1=C(C=C(C=C1)NC1=NC=NC(=C1)C1=CC(=CC=C1)[N+](=O)[O-])NS(=O)(=O)CCC (propane-1-sulfonic acid {2-methyl-5-[6-(3-nitro-phenyl)-pyrimidin-4-ylamino]-phenyl}-amide). The reactants are NC=1C2=C(N=CN1)N(C=C2C2=CC=C(C=C2)OC2=CC=CC=C2)C(C)(C)C (4-amino-5-(4-phenoxyphenyl)-7-(tert-butyl)pyrrolo[2,3-d]-pyrimidine), ClN1C(CCC1=O)=O (N-chlorosuccinimide). Solvent: ClCCl (dichloromethane). Reaction conditions: time 18 hour. Yields the product C(C)(C)(C)N1C(=C(C2=C1N=CN=C2N)C2=CC=C(C=C2)OC2=CC=CC=C2)Cl (7-(tert-butyl)-6-chloro-5-(4-phenoxyphenyl)-7H-pyrrolo-[2,3-d]pyrimidin-4-ylamine). RXN SMILES: [NH2:1][C:2]1[C:3]2[C:10]([C:11]3[CH:16]=[CH:15][C:14]([O:17][C:18]4[CH:23]=[CH:22][CH:21]=[CH:20][CH:19]=4)=[CH:13][CH:12]=3)=[CH:9][N:8]([C:24]([CH3:27])([CH3:26])[CH3:25])[C:4]=2[N:5]=[CH:6][N:7]=1.[Cl:28]N1C(=O)CCC1=O>ClCCl>[C:24]([N:8]1[C:4]2[N:5]=[CH:6][N:7]=[C:2]([NH2:1])[C:3]=2[C:10]([C:11]2[CH:12]=[CH:13][C:14]([O:17][C:18]3[CH:23]=[CH:22][CH:21]=[CH:20][CH:19]=3)=[CH:15][CH:16]=2)=[C:9]1[Cl:28])([CH3:27])([CH3:26])[CH3:25]. Procedure details: A mixture of 4-amino-5-(4-phenoxyphenyl)-7-(tert-butyl)pyrrolo[2,3-d]-pyrimidine (0.20 g), N-chlorosuccinimide (80 mg) and dichloromethane (5 ml) was stirred at ambient temperature for 18 hours. The mixture was concentrated under reduced pressure and the residue was partitioned between ethyl acetate and water. The organic layer was separated, dried and evaporated to give an oil which was purified by flash column chromatography on silica using ethyl acetate/triethylamine (95:5) as the mobile phas... The reactants are CC(=O)Oc1cc(N)ccc1C, COc1cc2c(Cl)ncnc2cc1OCc1ccccc1, CC(C)O. Yields the product COc1cc2c(Nc3ccc(C)c(OC(C)=O)c3)ncnc2cc1OCc1ccccc1. RXN SMILES: [C:22]([CH3:23])(=[O:24])[O:25][c:26]1[cH:27][c:28]([NH2:29])[cH:30][cH:31][c:32]1[CH3:33].[CH2:1]([c:2]1[cH:3][cH:4][cH:5][cH:6][cH:7]1)[O:8][c:9]1[c:10]([O:20][CH3:21])[cH:11][c:12]2[c:13]([Cl:19])[n:14][cH:15][n:16][c:17]2[cH:18]1.[CH3:34][CH:35]([OH:36])[CH3:37]>>[CH2:1]([c:2]1[cH:3][cH:4][cH:5][cH:6][cH:7]1)[O:8][c:9]1[c:10]([O:20][CH3:21])[cH:11][c:12]2[c:13]([NH:29][c:28]3[cH:27][c:26]([O:25][C:22]([CH3:23])=[O:24])[c:32]([CH3:33])[cH:31][cH:30]3)[n:14][cH:15][n:16][c:17]2[cH:18]1. Starting materials: CC(C)(C)OC(=O)NCC(=O)NC1CN(C2CCC(c3ccccc3)CC2)C1, O=C(O)C(F)(F)F. Yields the product O=C(O)C(F)(F)F, NCC(=O)NC1CN(C2CCC(c3ccccc3)CC2)C1. RXN SMILES: [C:8]([O:9][C:10](=[O:11])[NH:14][CH2:15][C:16]([NH:17][CH:18]1[CH2:19][N:20]([CH:22]2[CH2:23][CH2:24][CH:25]([c:28]3[cH:29][cH:30][cH:31][cH:32][cH:33]3)[CH2:26][CH2:27]2)[CH2:21]1)=[O:34])([CH3:12])([CH3:13])[CH3:35].[F:1][C:2]([C:3](=[O:4])[OH:5])([F:6])[F:7]>>[F:1][C:2]([C:3](=[O:4])[OH:5])([F:6])[F:7].[NH2:14][CH2:15][C:16]([NH:17][CH:18]1[CH2:19][N:20]([CH:22]2[CH2:23][CH2:24][CH:25]([c:28]3[cH:29][cH:30][cH:31][cH:32][cH:33]3)[CH2:26][CH2:27]2)[CH2:21]1)=[O:34]. The reactants are CCc1c(Br)cccc1C=C1CCN(C(=O)OC(C)(C)C)CC1, ClCCl, O=C(O)C(F)(F)F. The product is CCc1c(Br)cccc1C=C1CCNCC1. RXN SMILES: [Br:1][c:2]1[c:3]([CH2:22][CH3:23])[c:4]([CH:8]=[C:9]2[CH2:10][CH2:11][N:12]([C:15]([O:16][C:17]([CH3:18])([CH3:19])[CH3:20])=[O:21])[CH2:13][CH2:14]2)[cH:5][cH:6][cH:7]1.[Cl:31][CH2:32][Cl:33].[F:24][C:25]([F:26])([F:27])[C:28]([OH:29])=[O:30]>>[Br:1][c:2]1[c:3]([CH2:22][CH3:23])[c:4]([CH:8]=[C:9]2[CH2:10][CH2:11][NH:12][CH2:13][CH2:14]2)[cH:5][cH:6][cH:7]1. Reactants: CC(C)([O-])C.[K+] (potassium tert-butoxide), Cl (HCl), CC1=C(C(=O)N)C=C(C(=C1)N1CCN(CC1)C1=C(C=CC=C1)C)[N+](=O)[O-] (2-methyl-5-nitro-4-(4-o-tolyl-piperazin-1-yl)-benzamide), COC(N(C)C)OC (dimethylformamide dimethyl acetal). Run in C1CCOC1 (THF), CC1OCCC1 (2-methyl tetrahydrofuran). Reaction conditions: temperature 105 celsius. Yields the product [N+](=O)([O-])C1=C(C=C2C=CNC(C2=C1)=O)N1CCN(CC1)C1=C(C=CC=C1)C (7-nitro-6-(4-o-tolyl-piperazin-1-yl)-2H-isoquinolin-1-one). As a reaction SMILES: [CH3:1][C:2]1[CH:10]=[C:9]([N:11]2[CH2:16][CH2:15][N:14]([C:17]3[CH:22]=[CH:21][CH:20]=[CH:19][C:18]=3[CH3:23])[CH2:13][CH2:12]2)[C:8]([N+:24]([O-:26])=[O:25])=[CH:7][C:3]=1[C:4]([NH2:6])=[O:5].[CH3:27]OC(OC)N(C)C.CC(C)([O-])C.[K+].Cl>CC1CCCO1.C1COCC1>[N+:24]([C:8]1[CH:7]=[C:3]2[C:2]([CH:1]=[CH:27][NH:6][C:4]2=[O:5])=[CH:10][C:9]=1[N:11]1[CH2:12][CH2:13][N:14]([C:17]2[CH:22]=[CH:21][CH:20]=[CH:19][C:18]=2[CH3:23])[CH2:15][CH2:16]1)([O-:26])=[O:25] |f:2.3|. Procedure: A mixture of 2-methyl-5-nitro-4-(4-o-tolyl-piperazin-1-yl)-benzamide (3.0 g, 8.46 mmol) and dimethylformamide dimethyl acetal (1.32 g, 11.08 mmol) in 2-methyl tetrahydrofuran (60 mL) were heated in a Dean stark apparatus at 105° C. for 30 min. The progress of the reaction was monitored by LCMS. The volume of the reaction was reduced to half and the reaction mass was cooled to 55° C. A solution of potassium tert-butoxide (1.44 g, 12.8 mL, 12.86 mmol) in THF (1 M) was added dropwise over a period ... Reported procedure: To a stirred solution of 4,4-dimethoxy-2-methylbutan-2-ol (2.49 g, 16.8 mmol) in DCM (35 mL) were added 2-methyl-2-propanesulfinamide (1.7 g, 14 mmol), magnesium sulfate (8.44 g, 70.1 mmol), and pTsOH.H2O (0.13 g, 0.70 mmol). The reaction mixture was left to stir overnight, filtered through a fritted glass, concentrated, and purified by flash chromatography to give the title compound. Reaction SMILES: CO[CH:3](OC)[CH2:4][C:5]([CH3:8])([OH:7])[CH3:6].[CH3:11][C:12]([S:15]([NH2:17])=[O:16])([CH3:14])[CH3:13].S([O-])([O-])(=O)=O.[Mg+2].CC1C=CC(S(O)(=O)=O)=CC=1.O>C(Cl)Cl>[OH:7][C:5]([CH3:8])([CH3:6])[CH2:4]/[CH:3]=[N:17]/[S:15]([C:12]([CH3:14])([CH3:13])[CH3:11])=[O:16] |f:2.3,4.5|. Conditions: time 8 hour. The product is OC(C\C=N\S(=O)C(C)(C)C)(C)C (N-[(1E)-3-Hydroxy-3-methylbutylidene]-2-methylpropane-2-sulfinamide). Run in C(Cl)Cl (DCM). Starting materials: COC(CC(C)(O)C)OC (4,4-dimethoxy-2-methylbutan-2-ol), CC(C)(C)S(=O)N (2-methyl-2-propanesulfinamide), S(=O)(=O)([O-])[O-].[Mg+2] (magnesium sulfate), CC=1C=CC(=CC1)S(=O)(=O)O.O (pTsOH.H2O). Starting materials: ClCCNC(=O)N1CCC(CC1)OC=1C=C2C(=NC=NC2=CC1OC)NC1=C(C(=CC=C1)Cl)F (6-{[1-(N-(2-chloroethyl)carbamoyl)piperidin-4-yl]oxy}-4-(3-chloro-2-fluoroanilino)-7-methoxyquinazoline), N1CCCC1 (pyrrolidine), [I-].[K+] (potassium iodide). Run in CC(=O)N(C)C (dimethylacetamide). Reaction conditions: temperature 80 celsius. Yields the product ClC=1C(=C(NC2=NC=NC3=CC(=C(C=C23)OC2CCN(CC2)C(NCCN2C=CCC2)=O)OC)C=CC1)F (4-(3-Chloro-2-fluoroanilino)-7-methoxy-6-{[1-(N-(2-pyrrolin-1-ylethyl) carbamoyl)piperidin-4-yl]oxy}quinazoline). Yield: 35.6%. As a reaction SMILES: Cl[CH2:2][CH2:3][NH:4][C:5]([N:7]1[CH2:12][CH2:11][CH:10]([O:13][C:14]2[CH:15]=[C:16]3[C:21](=[CH:22][C:23]=2[O:24][CH3:25])[N:20]=[CH:19][N:18]=[C:17]3[NH:26][C:27]2[CH:32]=[CH:31][CH:30]=[C:29]([Cl:33])[C:28]=2[F:34])[CH2:9][CH2:8]1)=[O:6].[NH:35]1[CH2:39][CH2:38][CH2:37][CH2:36]1.[I-].[K+]>CC(N(C)C)=O>[Cl:33][C:29]1[C:28]([F:34])=[C:27]([CH:32]=[CH:31][CH:30]=1)[NH:26][C:17]1[C:16]2[C:21](=[CH:22][C:23]([O:24][CH3:25])=[C:14]([O:13][CH:10]3[CH2:9][CH2:8][N:7]([C:5](=[O:6])[NH:4][CH2:3][CH2:2][N:35]4[CH2:39][CH2:38][CH:37]=[CH:36]4)[CH2:12][CH2:11]3)[CH:15]=2)[N:20]=[CH:19][N:18]=1 |f:2.3|. Procedure details: A mixture of 6-{[1-(N-(2-chloroethyl)carbamoyl)piperidin-4-yl]oxy}-4-(3-chloro-2-fluoroanilino)-7-methoxyquinazoline (204 mg, 0.4 mmol), pyrrolidine (0.14 ml, 1.6 mmol) and potassium iodide (134 mg, 0.8 mmol) in dimethylacetamide (3 ml) was heated at 80° C. for 4 hours. After cooling and evaporation of the solvents under vacuum, the residue was partitioned in water, dichloromethane and extracted with dichloromethane. The organic layer was washed with water and brine, and dried over magnesium sul...